From a dataset of the Open Reaction Database (ORD), a public repository of structured organic reaction records. describe an organic reaction: reactants, conditions, products, and yield Yields the product CC1(C)OC(=O)C(c2ccccc2)=C(C=O)O1. As a reaction SMILES: [Cl:29][CH2:30][Cl:31].[O:1]=[Cr:2]([Cl:3])([O-:4])=[O:5].[OH:12][CH2:13][C:14]1=[C:15]([c:23]2[cH:24][cH:25][cH:26][cH:27][cH:28]2)[C:16](=[O:22])[O:17][C:18]([CH3:20])([CH3:21])[O:19]1.[nH+:6]1[cH:7][cH:8][cH:9][cH:10][cH:11]1>>[O:12]=[CH:13][C:14]1=[C:15]([c:23]2[cH:24][cH:25][cH:26][cH:27][cH:28]2)[C:16](=[O:22])[O:17][C:18]([CH3:20])([CH3:21])[O:19]1. The reactants are ClCCl, O=[Cr](=O)([O-])Cl, CC1(C)OC(=O)C(c2ccccc2)=C(CO)O1, c1cc[nH+]cc1. The reactants are BrC1=CC2=C(NC(OC2(C)C)=O)C=C1 (6-bromo-4,4-dimethyl-1,4-dihydro-benzo[d][1,3]oxazin-2-one), [Li]CCCC (n-BuLi), CCCCCC (hexane), B([O-])([O-])[O-] (borate). Solvent: C1CCOC1 (THF). Conditions: temperature -78 celsius, time 30 minute. Product: CC1(OC(NC2=C1C=C(C=C2)B(O)O)=O)C ((1,4-dihydro-4,4-dimethyl-2-oxo-2H-3,1-benzoxazin-6-yl)boronic acid). Yield: 81.2%. As a reaction SMILES: Br[C:2]1[CH:14]=[CH:13][C:5]2[NH:6][C:7](=[O:12])[O:8][C:9]([CH3:11])([CH3:10])[C:4]=2[CH:3]=1.[Li]CCCC.CCCCCC.[B:26]([O-])([O-:28])[O-:27]>C1COCC1>[CH3:10][C:9]1([CH3:11])[C:4]2[CH:3]=[C:2]([B:26]([OH:28])[OH:27])[CH:14]=[CH:13][C:5]=2[NH:6][C:7](=[O:12])[O:8]1. Procedure details: To a solution of 6-bromo-4,4-dimethyl-1,4-dihydro-benzo[d][1,3]oxazin-2-one (2 g, 7.8 mmol) in anhydrous THF (60 mL) was added a solution of n-BuLi in hexane (10 M, 2.4 mL, 24 mmol) at −78° C. under nitrogen. After stirring at −78° C. for 30 minutes, a slurry was obtained and treated with trisopropyl borate (6.5 mL, 28 mmol). The reaction medium was slowly warmed to ambient temperature and quenched with 1N aqueous hydrochloric acid solution (60 mL). Ethyl acetate (100 mL) was added and organic l... Reactants: ClC1=NC(=CC(=C1)C1=CNC2=NC=CC=C21)Cl (3-(2,6-dichloropyridin-4-yl)-1H-pyrrolo[2,3-b]pyridine), [C@@H]1([C@@H](CCCC1)N)N (trans-cyclohexane-1,2-diamine). Solvent: C(C)#N (acetonitrile). Product: ClC1=CC(=CC(=N1)N[C@H]1[C@@H](CCCC1)N)C1=CNC2=NC=CC=C21 ((trans)-N1-(6-chloro-4-(1H-pyrrolo[2,3-b]pyridin-3-yl)pyridin-2-yl)cyclohexane-1,2-diamine). Reaction SMILES: Cl[C:2]1[CH:7]=[C:6]([C:8]2[C:16]3[C:11](=[N:12][CH:13]=[CH:14][CH:15]=3)[NH:10][CH:9]=2)[CH:5]=[C:4]([Cl:17])[N:3]=1.[C@@H:18]1([NH2:25])[CH2:23][CH2:22][CH2:21][CH2:20][C@H:19]1[NH2:24]>C(#N)C>[Cl:17][C:4]1[N:3]=[C:2]([NH:24][C@@H:19]2[CH2:20][CH2:21][CH2:22][CH2:23][C@H:18]2[NH2:25])[CH:7]=[C:6]([C:8]2[C:16]3[C:11](=[N:12][CH:13]=[CH:14][CH:15]=3)[NH:10][CH:9]=2)[CH:5]=1. Reported procedure: A mixture of Example 61a (3.4 g) in acetonitrile (30 mL) and trans-cyclohexane-1,2-diamine was heated at 170° C. for 40 minutes in a Biotage microwave reactor. The reaction mixture was extracted with ethyl acetate (2×), washed with brine and sodium bicarbonate. The combined organic layers were treated with 1M HCl. The aqueous layer was treated with NaOH (1M) and the material crashed out of the solution to give 0.797 mg of the title compound. The reactants are C12=CC=C(N1)C=C1C=CC(=N1)C=C1C=CC(N1)=CC=1C=CC(N1)=C2 (Porphyrin), C(=C)[Sn](CCCC)(CCCC)CCCC ((vinyl)tributyltin). The reagents and catalysts are C=1C=CC(=CC1)[P](C=2C=CC=CC2)(C=3C=CC=CC3)[Pd]([P](C=4C=CC=CC4)(C=5C=CC=CC5)C=6C=CC=CC6)([P](C=7C=CC=CC7)(C=8C=CC=CC8)C=9C=CC=CC9)[P](C=1C=CC=CC1)(C=1C=CC=CC1)C=1C=CC=CC1 (Pd(PPh3)4). Yields the product C(=C)C1=C2NC(=C1)C=C1C=CC(=N1)C=C1C=CC(N1)=CC=1C=CC(N1)=C2 (vinylporphyrin). The yield is 77.0%. As a reaction SMILES: [C:1]12[CH:24]=[C:22]3[N:23]=[C:19]([CH:20]=[CH:21]3)[CH:18]=[C:16]3[NH:17][C:13]([CH:14]=[CH:15]3)=[CH:12][C:10]3=[N:11][C:7]([CH:8]=[CH:9]3)=[CH:6][C:4]([NH:5]1)=[CH:3][CH:2]=2.[CH:25]([Sn](CCCC)(CCCC)CCCC)=[CH2:26]>C1C=CC([P]([Pd]([P](C2C=CC=CC=2)(C2C=CC=CC=2)C2C=CC=CC=2)([P](C2C=CC=CC=2)(C2C=CC=CC=2)C2C=CC=CC=2)[P](C2C=CC=CC=2)(C2C=CC=CC=2)C2C=CC=CC=2)(C2C=CC=CC=2)C2C=CC=CC=2)=CC=1>[CH:25]([C:3]1[CH:2]=[C:1]2[CH:24]=[C:22]3[N:23]=[C:19]([CH:18]=[C:16]4[NH:17][C:13](=[CH:12][C:10]5[CH:9]=[CH:8][C:7](=[CH:6][C:4]=1[NH:5]2)[N:11]=5)[CH:14]=[CH:15]4)[CH:20]=[CH:21]3)=[CH2:26] |^1:43,45,64,83|. Reported procedure: One porphyrin that was not available via this route was the vinyl-porphyrin Zn10, owing to the lack of access to 5-vinyldipyrromethane (vide supra). The synthesis of Zn10 was achieved following the route outlined in Scheme 6. Diacyldipyrromethane 3248 was reduced with NaBH4 and the resulting 32-diol was condensed with dipyrromethane (36)41,49 in CH2Cl2 containing Yb(OTf)3 at room temperature. Subsequent oxidation with DDQ afforded free base porphyrin 37 in 33% yield. Porphyrin 37 was iodinated a... Reactants: C(C)OC(C1=CC=C(CN(CC=2N(C=CN2)S(=O)(=O)N(C)C)CC=2N(C=CN2)S(=O)(=O)N(C)C)C=C1)OCC (2,2′-[{[4-(diethoxymethyl)benzyl]imino}bis(methylene)]bis(N,N-dimethyl-1H-imidazole-1-sulfonamide)), Cl (hydrochloric acid), C([O-])([O-])=O.[Na+].[Na+] (sodium carbonate). Solvent: C(C)(=O)OCC (ethyl acetate). Reaction conditions: time 3 minute. The product is C(=O)C1=CC=C(CN(CC=2N(C=CN2)S(=O)(=O)N(C)C)CC=2N(C=CN2)S(=O)(=O)N(C)C)C=C1 (2,2′-[[(4-formylbenzyl)imino]bis(methylene)]bis(N,N-dimethyl-1H-imidazole-1-sulfonamide)). The yield is 85.5%. RXN SMILES: C([O:3][CH:4](OCC)[C:5]1[CH:36]=[CH:35][C:8]([CH2:9][N:10]([CH2:23][C:24]2[N:25]([S:29]([N:32]([CH3:34])[CH3:33])(=[O:31])=[O:30])[CH:26]=[CH:27][N:28]=2)[CH2:11][C:12]2[N:13]([S:17]([N:20]([CH3:22])[CH3:21])(=[O:19])=[O:18])[CH:14]=[CH:15][N:16]=2)=[CH:7][CH:6]=1)C.Cl.C(=O)([O-])[O-].[Na+].[Na+]>C(OCC)(=O)C>[CH:4]([C:5]1[CH:6]=[CH:7][C:8]([CH2:9][N:10]([CH2:23][C:24]2[N:25]([S:29]([N:32]([CH3:34])[CH3:33])(=[O:31])=[O:30])[CH:26]=[CH:27][N:28]=2)[CH2:11][C:12]2[N:13]([S:17]([N:20]([CH3:22])[CH3:21])(=[O:18])=[O:19])[CH:14]=[CH:15][N:16]=2)=[CH:35][CH:36]=1)=[O:3] |f:2.3.4|. Reported procedure: 2,2′-[{[4-(diethoxymethyl)benzyl]imino}bis(methylene)]bis(N,N-dimethyl-1H-imidazole-1-sulfonamide) (International Publication WO 2007/058322 pamphlet, Example 27; 10.0 g), ethyl acetate (100 mL) and 2N hydrochloric acid (100 mL) were added, followed by stirring at room temperature for 3 minutes. The aqueous layer was neutralized with an aqueous saturated sodium carbonate solution, extracted with ethyl acetate and then washed with saturated brine. The organic layer was dried over anhydrous magnes... The reactants are C(CCCC)S(=O)(=O)Cl (1-Pentanesulfonyl chloride), NC=1C=CC(=NC1)N1CCN(CC1)C(=O)C1=C(C=CC=C1)C(F)(F)F ([4-(5-aminopyridin-2-yl)piperazin-1-yl]-(2-trifluoromethylphenyl)methanone). Run at temperature 25 celsius, time 16 hour. Procedure details: 1-Pentanesulfonyl chloride (0.034 g, 0.30 mmol) was added slowly to a solution of [4-(5-aminopyridin-2-yl)piperazin-1-yl]-(2-trifluoromethylphenyl)methanone in pyridine (2 mL) at 0° C. The mixture was stirred at 25° C. for 16 hours and then diluted with dichloromethane. The organic phase was washed with water and saturated NaCl solution, dried over anhydrous MgSO4. After removal of dichloromethane, the product was purified by column chromatography to afford the title compound in 4% yield (2.7 mg... The product is FC(C1=C(C(=O)N2CCN(CC2)C2=CC=C(C=N2)NS(=O)(=O)CCCCC)C=CC=C1)(F)F (PENTANE-1-SULFONIC ACID {6-[4-(2-TRIFLUOROMETHYLBENZOYL)PIPERAZIN-1-YL]PYRIDIN-3-YL}AMIDE). The solvent is N1=CC=CC=C1 (pyridine), ClCCl (dichloromethane). Yield: 4.0%. RXN SMILES: [CH2:1]([S:6](Cl)(=[O:8])=[O:7])[CH2:2][CH2:3][CH2:4][CH3:5].[NH2:10][C:11]1[CH:12]=[CH:13][C:14]([N:17]2[CH2:22][CH2:21][N:20]([C:23]([C:25]3[CH:30]=[CH:29][CH:28]=[CH:27][C:26]=3[C:31]([F:34])([F:33])[F:32])=[O:24])[CH2:19][CH2:18]2)=[N:15][CH:16]=1>N1C=CC=CC=1.ClCCl>[F:34][C:31]([F:32])([F:33])[C:26]1[CH:27]=[CH:28][CH:29]=[CH:30][C:25]=1[C:23]([N:20]1[CH2:19][CH2:18][N:17]([C:14]2[N:15]=[CH:16][C:11]([NH:10][S:6]([CH2:1][CH2:2][CH2:3][CH2:4][CH3:5])(=[O:8])=[O:7])=[CH:12][CH:13]=2)[CH2:22][CH2:21]1)=[O:24]. Reactants: BrC=1C=C(C=CC1)O (3-Bromophenol), C([O-])([O-])=O.[K+].[K+] (potassium carbonate), BrCCCCC (1-bromopentane). Solvent: CN(C=O)C (dimethylformamide). Run at temperature 60 celsius. Yields the product BrC=1C=C(C=CC1)O (3-bromo-phenol), C(CCCC)OCCCCC (n-pentyl ether). RXN SMILES: [Br:1][C:2]1[CH:3]=[C:4]([OH:8])[CH:5]=[CH:6][CH:7]=1.C(=O)([O-])[O-].[K+].[K+].Br[CH2:16][CH2:17][CH2:18][CH2:19][CH3:20]>CN(C)C=O>[Br:1][C:2]1[CH:3]=[C:4]([OH:8])[CH:5]=[CH:6][CH:7]=1.[CH2:16]([O:8][CH2:4][CH2:5][CH2:6][CH2:7][CH3:2])[CH2:17][CH2:18][CH2:19][CH3:20] |f:1.2.3|. Reported procedure: To a solution of 5.0 gm of 3-Bromophenol in 60 mls of dimethylformamide is added 6.0 gm of potassium carbonate followed by 4.3 ml of 1-bromopentane. This mixture is heated to 60° C. for 6 hours and then cooled to room temperature and filtered. The filtrate is diluted with ether and washed with water and brine. After drying over magnesium sulfate and concentrating, the crude oil obtained is chromatographed over silica gel, and eluted with 3:2 hexane:ether to yield 3-bromo-phenol, n-pentyl ether a... Reactants: BrC=1C(=NC(=CC1)Cl)NC=NO (N-(3-Bromo-6-chloro-pyridin-2-yl)-N′-hydroxyformamidine), polyphosphoric acid, C(=O)(O)[O-].[Na+] (NaHCO3). Run in O (water). Yields the product BrC=1C=2N(C(=CC1)Cl)N=CN2 (8-Bromo-5-chloro-[1,2,4]-triazolo[1,5-a]pyridine). Yield: 49.9%. RXN SMILES: [Br:1][C:2]1[C:3]([NH:9][CH:10]=[N:11]O)=[N:4][C:5]([Cl:8])=[CH:6][CH:7]=1.C([O-])(O)=O.[Na+]>O>[Br:1][C:2]1[C:3]2[N:4]([N:11]=[CH:10][N:9]=2)[C:5]([Cl:8])=[CH:6][CH:7]=1 |f:1.2|. Procedure: N-(3-Bromo-6-chloro-pyridin-2-yl)-N′-hydroxyformamidine (1.62 g, 6.47 mmol) is treated for one hour and 45 minutes with polyphosphoric acid (20 g) at 80° C. After cooling to room temperature, water (200 mL) is added to the reaction mixture. The resulting solution is brought to pH 8 by careful addition of solid NaHCO3 in small portions. The clear solution is extracted three times with dichloromethane. The organic phase is dried over MgSO4, filtered and evaporated. The solid residue (1.44 g) is pu... Starting materials: C(C1=CC=CC=C1)(=O)NC=1SC[C@H]2[C@@](N1)(CO[C@H](C2)C)C=2SC=C(N2)NC(=O)C2=NC=C(C=C2)OC(F)F (N-{2-[(4aR,6S,8aR)-2-(benzoylamino)-6-methyl-4,4a,5,6-tetrahydropyrano[3,4-d][1,3]thiazin-8a(8H)-yl]-1,3-thiazol-4-yl}-5-(difluoromethoxy)pyridine-2-carboxamide), N12CCCCCC2=NCCC1 (1,8-diazabicyclo[5.4.0]undec-7-ene). The solvent is CO (methanol). Product: NC=1SC[C@H]2[C@@](N1)(CO[C@H](C2)C)C=2SC=C(N2)NC(=O)C2=NC=C(C=C2)OC(F)F (N-{2-[(4aR,6S,8a R)-2-amino-6-methyl-4,4a,5,6-tetrahydropyrano[3,4-d][1,3]thiazin-8a(8H)-yl]-1,3-thiazol-4-yl}-5-(difluoromethoxy)pyridine-2-carboxamide). As a reaction SMILES: C([NH:9][C:10]1[S:11][CH2:12][C@@H:13]2[CH2:19][C@H:18]([CH3:20])[O:17][CH2:16][C@:14]2([C:21]2[S:22][CH:23]=[C:24]([NH:26][C:27]([C:29]3[CH:34]=[CH:33][C:32]([O:35][CH:36]([F:38])[F:37])=[CH:31][N:30]=3)=[O:28])[N:25]=2)[N:15]=1)(=O)C1C=CC=CC=1.N12CCCN=C1CCCCC2>CO>[NH2:9][C:10]1[S:11][CH2:12][C@@H:13]2[CH2:19][C@H:18]([CH3:20])[O:17][CH2:16][C@:14]2([C:21]2[S:22][CH:23]=[C:24]([NH:26][C:27]([C:29]3[CH:34]=[CH:33][C:32]([O:35][CH:36]([F:37])[F:38])=[CH:31][N:30]=3)=[O:28])[N:25]=2)[N:15]=1. Procedure: A solution of C9 (390 mg, 0.762 mmol) and 1,8-diazabicyclo[5.4.0]undec-7-ene (DBU, 95%, 132 μL, 0.838 mmol) in methanol (15 mL) was heated at 70° C. for 90 minutes. After removal of solvent in vacuo, the residue was purified via silica gel chromatography (Gradient: 0% to 8% methanol in dichloromethane) to provide the product as a solid. Yield: 191 mg, 0.419 mmol, 55%. LCMS m/z 456.2 [M+H]+. 1H NMR (400 MHz, CDCl3) δ 10.40 (br s, 1H), 8.48 (br dd, J=2.7, 0.6 Hz, 1H), 8.31 (dd, J=8.6, 0.6 Hz, 1H),... Reactants: Azodicarboxylic dipiperidide, COC(CC1=CC(=CC=C1)O)=O ((3-hydroxy-phenyl)-acetic acid methyl ester), C(C)(C)C=1N=C(OC1C(CO)C)C1=CC=C(C=C1)C(F)(F)F (2-[4-isopropyl-2-(4-trifluoromethyl-phenyl)-oxazol-5-yl]-propan-1-ol), C(CCC)P(CCCC)CCCC (Tri-n-butyl phosphine). Run in CCOCC (ether), C1(=CC=CC=C1)C (toluene), C1(=CC=CC=C1)C (toluene). The product is COC(CC1=CC(=CC=C1)OCC(C)C1=C(N=C(O1)C1=CC=C(C=C1)C(F)(F)F)C(C)C)=O ((3-{2-[4-Isopropyl-2-(4-trifluoromethyl-phenyl)-oxazol-5-yl]-propoxy}-phenyl)-acetic acid methyl ester). Reaction SMILES: C(P(CCCC)CCCC)CCC.[CH3:14][O:15][C:16](=[O:25])[CH2:17][C:18]1[CH:23]=[CH:22][CH:21]=[C:20]([OH:24])[CH:19]=1.[CH:26]([C:29]1[N:30]=[C:31]([C:38]2[CH:43]=[CH:42][C:41]([C:44]([F:47])([F:46])[F:45])=[CH:40][CH:39]=2)[O:32][C:33]=1[CH:34]([CH3:37])[CH2:35]O)([CH3:28])[CH3:27]>C1(C)C=CC=CC=1.CCOCC>[CH3:14][O:15][C:16](=[O:25])[CH2:17][C:18]1[CH:23]=[CH:22][CH:21]=[C:20]([O:24][CH2:37][CH:34]([C:33]2[O:32][C:31]([C:38]3[CH:43]=[CH:42][C:41]([C:44]([F:45])([F:46])[F:47])=[CH:40][CH:39]=3)=[N:30][C:29]=2[CH:26]([CH3:28])[CH3:27])[CH3:35])[CH:19]=1. Procedure: Azodicarboxylic dipiperidide (0.31 g, 1.23 mmol) is stirred in 5 mL toluene at −30 to −20 deg C. Tri-n-butyl phosphine (0.31 mL, 1.23 mmol) is added dropwise and the mixture is stirred at −30 to −20 deg C. 10–15 min. An intimate mixture of (3-hydroxy-phenyl)-acetic acid methyl ester (0.13 g, 0.77 mmol) and 2-[4-isopropyl-2-(4-trifluoromethyl-phenyl)-oxazol-5-yl]-propan-1-ol (0.20 g, 0.701 mmol) in toluene (5 mL) is added dropwise and the resulting mixture is stirred 18 hr at room temperature. Th...